Task: describe an organic reaction: reactants, conditions, products, and yield. Dataset: the Open Reaction Database (ORD), a public repository of structured organic reaction records The reactants are ( f ), C(C)(C)(C)OC(=O)N1C[C@H]([C@@H]([C@H](C1)O)C1=CC=C(C=C1)OCCCOC1=C(C=CC=C1)[N+](=O)[O-])OC[C@@H]1OC(OC1)(C)C ((3S,4R,5R)-3-[(4S)-2,2-dimethyl-[1,3]dioxolan-4-ylmethoxy]-5-hydroxy-4-[4-[3-(2-nitro-phenoxy)-propoxy]-phenyl]-piperidine-1-carboxylic acid tert-butyl ester), ClCC=1C=C(C2=CC=CC=C2C1)OC (3-chloromethyl-1-methoxy-naphthalene), [N+](=O)([O-])C1=C(C=CC=C1)O (2-nitrophenol). Yields the product C(C)(C)(C)OC(=O)N1C[C@H]([C@@H]([C@H](C1)OCC1=CC2=CC=CC=C2C(=C1)OC)C1=CC=C(C=C1)OCCCOC1=C(C=CC=C1)[N+](=O)[O-])OC[C@@H]1OC(OC1)(C)C ((3S,4R,5R)-3-[(4S)-2,2-dimethyl-[1,3]dioxolan-4-ylmethoxy]-5-(4-methoxy-naphthalen-2-ylmethoxy)-4-[4-[3-(2-nitro-phenoxy)-propoxy]-phenyl]-piperidine-1-carboxylic acid tert-butyl ester). Reaction SMILES: [C:1]([O:5][C:6]([N:8]1[CH2:13][C@H:12]([OH:14])[C@@H:11]([C:15]2[CH:20]=[CH:19][C:18]([O:21][CH2:22][CH2:23][CH2:24][O:25][C:26]3[CH:31]=[CH:30][CH:29]=[CH:28][C:27]=3[N+:32]([O-:34])=[O:33])=[CH:17][CH:16]=2)[C@H:10]([O:35][CH2:36][C@H:37]2[CH2:41][O:40][C:39]([CH3:43])([CH3:42])[O:38]2)[CH2:9]1)=[O:7])([CH3:4])([CH3:3])[CH3:2].Cl[CH2:45][C:46]1[CH:47]=[C:48]([O:56][CH3:57])[C:49]2[C:54]([CH:55]=1)=[CH:53][CH:52]=[CH:51][CH:50]=2.[N+](C1C=CC=CC=1O)([O-])=O>>[C:1]([O:5][C:6]([N:8]1[CH2:13][C@H:12]([O:14][CH2:45][C:46]2[CH:47]=[C:48]([O:56][CH3:57])[C:49]3[C:54](=[CH:53][CH:52]=[CH:51][CH:50]=3)[CH:55]=2)[C@@H:11]([C:15]2[CH:20]=[CH:19][C:18]([O:21][CH2:22][CH2:23][CH2:24][O:25][C:26]3[CH:31]=[CH:30][CH:29]=[CH:28][C:27]=3[N+:32]([O-:34])=[O:33])=[CH:17][CH:16]=2)[C@H:10]([O:35][CH2:36][C@H:37]2[CH2:41][O:40][C:39]([CH3:43])([CH3:42])[O:38]2)[CH2:9]1)=[O:7])([CH3:4])([CH3:2])[CH3:3]. Procedure: In analogy to the procedure described in example 1) (f) the (3S,4R,5R)-3-[(4S)-2,2-dimethyl-[1,3]dioxolan-4-ylmethoxy]-5-hydroxy-4-[4-[3-(2-nitro-phenoxy)-propoxy]-phenyl]-piperidine-1-carboxylic acid tert-butyl ester was reacted with 3-chloromethyl-1-methoxy-naphthalene [example 1) (a)] to yield the (3S,4R,5R)-3-[(4S)-2,2-dimethyl-[1,3]dioxolan-4-ylmethoxy]-5-(4-methoxy-naphthalen-2-ylmethoxy)-4-[4-[3-(2-nitro-phenoxy)-propoxy]-phenyl]-piperidine-1-carboxylic acid tert-butyl ester as colorless ... The product is O=C(Nc1ccccc1)N1CC2CC(CN(Cc3ccc(Cl)cc3)C2)C1. Reaction SMILES: [ClH:29].[N+:1]([O-:2])(=[O:3])[c:4]1[cH:5][cH:6][c:7]([CH2:8][N:9]2[CH2:10][CH:11]3[CH2:12][N:13]([C:18]([NH:19][c:20]4[cH:21][cH:22][cH:23][cH:24][cH:25]4)=[O:26])[CH2:14][CH:15]([CH2:16]2)[CH2:17]3)[cH:27][cH:28]1>>[c:4]1([Cl:29])[cH:5][cH:6][c:7]([CH2:8][N:9]2[CH2:10][CH:11]3[CH2:12][N:13]([C:18]([NH:19][c:20]4[cH:21][cH:22][cH:23][cH:24][cH:25]4)=[O:26])[CH2:14][CH:15]([CH2:16]2)[CH2:17]3)[cH:27][cH:28]1. Reactants: Cl, O=C(Nc1ccccc1)N1CC2CC(CN(Cc3ccc([N+](=O)[O-])cc3)C2)C1. Reactants: O=C([O-])[O-], C1CCOC1, CC#N, O=Cc1cc(C(F)(F)F)ccc1F, [K+], [K+], O=C(O)Cc1cccc(O)c1. Product: O=Cc1cc(C(F)(F)F)ccc1Oc1cccc(CC(=O)O)c1. As a reaction SMILES: [C:25](=[O:26])([O-:27])[O-:28].[CH2:34]1[O:35][CH2:36][CH2:37][CH2:38]1.[CH3:31][C:32]#[N:33].[F:12][c:13]1[c:14]([CH:15]=[O:16])[cH:17][c:18]([C:21]([F:22])([F:23])[F:24])[cH:19][cH:20]1.[K+:29].[K+:30].[OH:1][C:2](=[O:3])[CH2:4][c:5]1[cH:6][cH:7][cH:8][c:9]([OH:10])[cH:11]1>>[OH:1][C:2](=[O:3])[CH2:4][c:5]1[cH:6][cH:7][cH:8][c:9]([O:10][c:13]2[c:14]([CH:15]=[O:16])[cH:17][c:18]([C:21]([F:22])([F:23])[F:24])[cH:19][cH:20]2)[cH:11]1. Starting materials: C(C1=CC=CC=C1)(=O)N1CCC(CC1)NC1=C(C=CC=C1)CCC(N)=O (N-(1-benzoyl-4-piperidinyl)-2-(2-carbamoylethyl)aniline). The solvent is Cl (hydrochloric acid). Product: C(C1=CC=CC=C1)(=O)N1CCC(CC1)N1C(=O)CCC2=CC=CC=C12 (1-(1-benzoyl-4-piperidinyl)-3,4-dihydrocarbostyril). Yield: 43.3%. RXN SMILES: [C:1]([N:9]1[CH2:14][CH2:13][CH:12]([NH:15][C:16]2[CH:21]=[CH:20][CH:19]=[CH:18][C:17]=2[CH2:22][CH2:23][C:24](=[O:26])N)[CH2:11][CH2:10]1)(=[O:8])[C:2]1[CH:7]=[CH:6][CH:5]=[CH:4][CH:3]=1>Cl>[C:1]([N:9]1[CH2:10][CH2:11][CH:12]([N:15]2[C:16]3[C:17](=[CH:18][CH:19]=[CH:20][CH:21]=3)[CH2:22][CH2:23][C:24]2=[O:26])[CH2:13][CH2:14]1)(=[O:8])[C:2]1[CH:3]=[CH:4][CH:5]=[CH:6][CH:7]=1. Procedure: To N-(1-benzoyl-4-piperidinyl)-2-(2-carbamoylethyl)aniline (85 g) prepared in Reference Example 4 is added 5% hydrochloric acid (500 ml) and the mixture is refluxed for 5 hours. After cooling, the reaction mixture is extracted with diethyl ether and the aqueous layer is made alkaline with a 50% aqueous sodium hydroxide solution and extracted with ethyl acetate. The extract is dried over sodium carbonate and concentrated. The concentrate is purified by silica gel column chromatography (eluent; n-... Reaction SMILES: [CH3:1][N:2]([CH2:3][CH:4]=[CH:5][c:6]1[cH:7][cH:8][c:9]([C:12]([CH2:13][c:14]2[cH:15][cH:16][cH:17][cH:18][cH:19]2)=[O:20])[cH:10][cH:11]1)[CH3:21].[CH3:23][NH:24][CH3:25].[CH3:43][C:44](=[O:45])[OH:46].[ClH:22].[Mg+2:26].[Na+:32].[O-:27][S:28](=[O:29])(=[O:30])[O-:31].[O:37]1[CH2:38][CH2:39][O:40][CH2:41][CH2:42]1.[OH:33][C:34](=[O:35])[O-:36]>>[CH3:1][N:2]([CH2:3][CH:4]=[CH:5][c:6]1[cH:7][cH:8][c:9]([C:12]([C:13]([c:14]2[cH:15][cH:16][cH:17][cH:18][cH:19]2)=[CH2:23])=[O:20])[cH:10][cH:11]1)[CH3:21]. Starting materials: CN(C)CC=Cc1ccc(C(=O)Cc2ccccc2)cc1, CNC, CC(=O)O, Cl, [Mg+2], [Na+], O=S(=O)([O-])[O-], C1COCCO1, O=C([O-])O. Product: C=C(C(=O)c1ccc(C=CCN(C)C)cc1)c1ccccc1. The reactants are C(CCC)OC(=O)N1CCN(CC1)C([C@H](CCC(=O)OC(C)(C)C)NC(=O)C1=NN(C(=C1)OCC(=O)O)C1=CC=CC=C1)=O (4-{(S)-4-tert-butoxycarbonyl-2-[(5-carboxymethoxy-1-phenyl-1H-pyrazole-3-carbonyl)-amino]-butyryl}-piperazine-1-carboxylic acid butyl ester), C=1C=CC2=C(C1)N=NN2O (HOBt), CCN(C(C)C)C(C)C (DIPEA), Cl.C(C1=CC=CC=C1)OC([C@H]1NCCC1)=O (L-proline benzyl ester hydrochloride). Run in CN(C)C=O (DMF), C(CCl)Cl (EDC). Reaction conditions: time 12 hour. The product is C(CCC)OC(=O)N1CCN(CC1)C([C@H](CCC(=O)OC(C)(C)C)NC(=O)C1=NN(C(=C1)OCC(=O)N1[C@@H](CCC1)C(=O)OCC1=CC=CC=C1)C1=CC=CC=C1)=O (4-[(S)-2-({5-[2-((S)-2-Benzyloxycarbonyl-pyrrolidin-1-yl)-2-oxo-ethoxy]-1-phenyl-1H-pyrazole-3-carbonyl}-amino)-4-tert-butoxycarbonyl-butyryl]-piperazine-1-carboxylic acid butyl ester). Reaction SMILES: [CH2:1]([O:5][C:6]([N:8]1[CH2:13][CH2:12][N:11]([C:14](=[O:44])[C@@H:15]([NH:25][C:26]([C:28]2[CH:32]=[C:31]([O:33][CH2:34][C:35](O)=[O:36])[N:30]([C:38]3[CH:43]=[CH:42][CH:41]=[CH:40][CH:39]=3)[N:29]=2)=[O:27])[CH2:16][CH2:17][C:18]([O:20][C:21]([CH3:24])([CH3:23])[CH3:22])=[O:19])[CH2:10][CH2:9]1)=[O:7])[CH2:2][CH2:3][CH3:4].C1C=CC2N(O)N=NC=2C=1.CCN(C(C)C)C(C)C.Cl.[CH2:65]([O:72][C:73](=[O:79])[C@@H:74]1[CH2:78][CH2:77][CH2:76][NH:75]1)[C:66]1[CH:71]=[CH:70][CH:69]=[CH:68][CH:67]=1>CN(C=O)C.C(Cl)CCl>[CH2:1]([O:5][C:6]([N:8]1[CH2:13][CH2:12][N:11]([C:14](=[O:44])[C@@H:15]([NH:25][C:26]([C:28]2[CH:32]=[C:31]([O:33][CH2:34][C:35]([N:75]3[CH2:76][CH2:77][CH2:78][C@H:74]3[C:73]([O:72][CH2:65][C:66]3[CH:67]=[CH:68][CH:69]=[CH:70][CH:71]=3)=[O:79])=[O:36])[N:30]([C:38]3[CH:43]=[CH:42][CH:41]=[CH:40][CH:39]=3)[N:29]=2)=[O:27])[CH2:16][CH2:17][C:18]([O:20][C:21]([CH3:23])([CH3:24])[CH3:22])=[O:19])[CH2:10][CH2:9]1)=[O:7])[CH2:2][CH2:3][CH3:4] |f:3.4|. Procedure: To a solution of 2.50 g 4-{(S)-4-tert-butoxycarbonyl-2-[(5-carboxymethoxy-1-phenyl-1H-pyrazole-3-carbonyl)-amino]-butyryl}-piperazine-1-carboxylic acid butyl ester in 30 ml DMF were added 621 mg HOBt, 1.3 ml DIPEA, 778 mg EDC and 981 mg L-proline benzyl ester hydrochloride. After stirring for 12 h the solvent was evaporated, the residue dissolved in ethyl acetate and subsequently extracted with aqueous LiCl (4% w/w) and aqueous NaHCO3. The organic layer was dried over MgSO4 and the solvent was r... Reactants: OBO, CC(C)(C)OC(=O)Nc1ccc(I)cc1[N+](=O)[O-], Fc1ccccc1F. Yields the product CC(C)(C)OC(=O)Nc1ccc(-c2cccc(F)c2F)cc1[N+](=O)[O-]. Reaction SMILES: [BH:19]([OH:20])[OH:21].[C:1]([CH3:2])([CH3:3])([CH3:4])[O:5][C:6]([NH:7][c:8]1[c:9]([N+:15](=[O:16])[O-:17])[cH:10][c:11]([I:14])[cH:12][cH:13]1)=[O:18].[F:22][c:23]1[cH:24][cH:25][cH:26][cH:27][c:28]1[F:29]>>[C:1]([CH3:2])([CH3:3])([CH3:4])[O:5][C:6]([NH:7][c:8]1[c:9]([N+:15](=[O:16])[O-:17])[cH:10][c:11](-[c:27]2[cH:26][cH:25][cH:24][c:23]([F:22])[c:28]2[F:29])[cH:12][cH:13]1)=[O:18]. Reactants: CC(C)O (2-propanol), Cl (hydrochloric acid), BrC1=NC(=C(C2=CC=CC=C12)C)N(S(=O)(=O)C1=CC=C(C(=O)OCC)C=C1)CC1=CC=C(C=C1)OC(F)(F)F (ethyl 4-({(1-bromo-4-methylisoquinolin-3-yl)[4-(trifluoromethoxy)-benzyl]amino}sulfonyl)benzoate), [H-].[Na+] (sodium hydride). Solvent: O1CCCC1 (tetrahydrofuran), C(Cl)(Cl)Cl (chloroform). Yields the product C(C)(C)OC1=NC(=C(C2=CC=CC=C12)C)N(S(=O)(=O)C1=CC=C(C(=O)O)C=C1)CC1=CC=C(C=C1)OC(F)(F)F (4-({(1-isopropoxy-4-methylisoquinolin-3-yl) [4-(trifluoromethoxy)benzyl]amino}sulfonyl)benzoic acid). The yield is 61.6%. RXN SMILES: Br[C:2]1[C:11]2[C:6](=[CH:7][CH:8]=[CH:9][CH:10]=2)[C:5]([CH3:12])=[C:4]([N:13]([CH2:28][C:29]2[CH:34]=[CH:33][C:32]([O:35][C:36]([F:39])([F:38])[F:37])=[CH:31][CH:30]=2)[S:14]([C:17]2[CH:27]=[CH:26][C:20]([C:21]([O:23]CC)=[O:22])=[CH:19][CH:18]=2)(=[O:16])=[O:15])[N:3]=1.[H-].[Na+].[CH3:42][CH:43]([OH:45])[CH3:44].Cl>O1CCCC1.C(Cl)(Cl)Cl>[CH:43]([O:45][C:2]1[C:11]2[C:6](=[CH:7][CH:8]=[CH:9][CH:10]=2)[C:5]([CH3:12])=[C:4]([N:13]([CH2:28][C:29]2[CH:34]=[CH:33][C:32]([O:35][C:36]([F:38])([F:39])[F:37])=[CH:31][CH:30]=2)[S:14]([C:17]2[CH:18]=[CH:19][C:20]([C:21]([OH:23])=[O:22])=[CH:26][CH:27]=2)(=[O:16])=[O:15])[N:3]=1)([CH3:44])[CH3:42] |f:1.2|. Reported procedure: To a suspension of ethyl 4-({(1-bromo-4-methylisoquinolin-3-yl)[4-(trifluoromethoxy)-benzyl]amino}sulfonyl)benzoate (93.5 mg, 0.15 mmol) prepared in Example 9-(1) and sodium hydride (60.0 mg, 1.5 mmol) in tetrahydrofuran (2 mL) was added 2-propanol (0.115 mL, 1.5 mmol) under argon atmosphere, and the mixture was heated to reflux for 4 hours. The mixture was neutralized by 2 mol/L hydrochloric acid, and then thereto was added chloroform. The mixture was stirred, and then separated. The organic la... Starting materials: [OH-].[Li+] (lithium hydroxide), COC(COCCCCN1[C@@H](CCC1=O)CCC(CC1=CC(=CC=C1)Cl)O)=O ((4-{(R)-2-[4-(3-chlorophenyl)-3-hydroxy-butyl]-5-oxo-pyrrolidin-1-yl}-butoxy)-acetic acid methyl ester), Cl (HCl). Run in C1CCOC1 (THF). Conditions: time 1 hour. Product: ClC=1C=C(C=CC1)CC(CC[C@H]1N(C(CC1)=O)CCCCOCC(=O)O)O ((4-{(R)-2-[4-(3-chlorophenyl)-3-hydroxy-butyl]-5-oxo-pyrrolidin-1-yl}-butoxy)-acetic acid). Yield: 44.0%. RXN SMILES: [OH-].[Li+].C[O:4][C:5](=[O:30])[CH2:6][O:7][CH2:8][CH2:9][CH2:10][CH2:11][N:12]1[C:16](=[O:17])[CH2:15][CH2:14][C@H:13]1[CH2:18][CH2:19][CH:20]([OH:29])[CH2:21][C:22]1[CH:27]=[CH:26][CH:25]=[C:24]([Cl:28])[CH:23]=1.Cl>C1COCC1>[Cl:28][C:24]1[CH:23]=[C:22]([CH2:21][CH:20]([OH:29])[CH2:19][CH2:18][C@@H:13]2[CH2:14][CH2:15][C:16](=[O:17])[N:12]2[CH2:11][CH2:10][CH2:9][CH2:8][O:7][CH2:6][C:5]([OH:30])=[O:4])[CH:27]=[CH:26][CH:25]=1 |f:0.1|. Reported procedure: Aqueous lithium hydroxide (1.0 N, 0.04 mL) was added to a solution of (4-{(R)-2-[4-(3-chlorophenyl)-3-hydroxy-butyl]-5-oxo-pyrrolidin-1-yl}-butoxy)-acetic acid methyl ester (15 mg, 0.036 mmol) in THF (0.5 mL) at rt. After 1 h, aqueous HCl (1.0 N, 3 mL) was added and the mixture was extracted with CH2Cl2 (3×5 mL). The combined organic phase was dried (Na2SO4), filtered and concentrated in vacuo. The residue was purified by flash column chromatography (0%→3% MeOH/CH2Cl2) to afford 6.3 mg (43%) of ... Reactants: Na dihydrogen phosphate dihydrate, Na metaperiodate, RuCl3, ClCCl (dichloromethane), O (water), O=C1OC(CN1C1=CC=C(C#N)C=C1)CO (4-(2-oxo-5-hydroxymethyloxazolidin-3-yl)benzonitrile). Run in C(C)#N (acetonitrile). Conditions: time 12 hour. Product: C(#N)C1=CC=C(C=C1)N1C(OC(C1)C(=O)O)=O (3-(4-cyanophenyl)-2-oxo-5-oxazolidinecarboxylic acid). Reaction SMILES: [O:1]=[C:2]1[N:6]([C:7]2[CH:14]=[CH:13][C:10]([C:11]#[N:12])=[CH:9][CH:8]=2)[CH2:5][CH:4]([CH2:15][OH:16])[O:3]1.ClCCl.[OH2:20]>C(#N)C>[C:11]([C:10]1[CH:13]=[CH:14][C:7]([N:6]2[CH2:5][CH:4]([C:15]([OH:20])=[O:16])[O:3][C:2]2=[O:1])=[CH:8][CH:9]=1)#[N:12]. Procedure details: 1 g of 4-(2-oxo-5-hydroxymethyloxazolidin-3-yl)benzonitrile [obtainable according to EP 300 272] dissolved in 12 ml of acetonitrile is added at 16° to a solution of 3.6 g of Na dihydrogen phosphate dihydrate, 3.9 g of Na metaperiodate and 36 mg of RuCl3 in 23 ml of water/2.3 ml of dichloromethane. The reaction mixture is stirred at room temperature for 12 h, filtered and given the customary workup. Concentration by evaporation to dryness in vacuo gives 3-(4-cyanophenyl)-2-oxo-5-oxazolidinecarbox...